From a dataset of the Open Reaction Database (ORD), a public repository of structured organic reaction records. describe an organic reaction: reactants, conditions, products, and yield The reactants are CC(=O)O, Cl, OC(c1ccncc1)c1ccc(I)s1, [Na+], [OH-], O, O, O, Cl[Sn]Cl. The product is Ic1ccc(Cc2ccncc2)s1. As a reaction SMILES: [CH3:23][C:24](=[O:25])[OH:26].[ClH:20].[I:1][c:2]1[s:3][c:4]([CH:7]([OH:8])[c:9]2[cH:10][cH:11][n:12][cH:13][cH:14]2)[cH:5][cH:6]1.[Na+:22].[OH-:21].[OH2:15].[OH2:16].[OH2:27].[Sn:17]([Cl:18])[Cl:19]>>[I:1][c:2]1[s:3][c:4]([CH2:7][c:9]2[cH:10][cH:11][n:12][cH:13][cH:14]2)[cH:5][cH:6]1. Starting materials: Cc1ccccc1-c1nc2c(C)cccc2cc1CBr, BrC(Br)(Br)Br, C1CCOC1, Cc1ccccc1-c1nc2c(C)cccc2cc1CO, ClCCl, Cl, [Na+], [OH-], O, Sc1ncnc2nc[nH]c12, c1ccc(P(c2ccccc2)c2ccccc2)cc1. Yields the product Cc1ccccc1-c1nc2c(C)cccc2cc1CSc1ncnc2[nH]cnc12. RXN SMILES: [Br:47][CH2:48][c:49]1[c:50](-[c:51]2[cH:52][cH:53][cH:54][cH:55][c:56]2[CH3:57])[n:58][c:59]2[c:60]([cH:61]1)[cH:62][cH:63][cH:64][c:65]2[CH3:66].[C:1]([Br:2])([Br:3])([Br:4])[Br:5].[CH2:82]1[O:83][CH2:84][CH2:85][CH2:86]1.[CH3:6][c:7]1[cH:8][cH:9][cH:10][c:11]2[cH:12][c:13]([CH2:24][OH:25])[c:14](-[c:17]3[c:18]([CH3:23])[cH:19][cH:20][cH:21][cH:22]3)[n:15][c:16]12.[Cl:79][CH2:80][Cl:81].[ClH:78].[Na+:46].[OH-:45].[OH2:67].[SH:68][c:69]1[c:70]2[nH:71][cH:72][n:73][c:74]2[n:75][cH:76][n:77]1.[c:26]1([P:27]([c:28]2[cH:29][cH:30][cH:31][cH:32][cH:33]2)[c:34]2[cH:35][cH:36][cH:37][cH:38][cH:39]2)[cH:40][cH:41][cH:42][cH:43][cH:44]1>>[CH3:6][c:7]1[cH:8][cH:9][cH:10][c:11]2[cH:12][c:13]([CH2:24][S:68][c:69]3[c:70]4[n:71][cH:72][nH:73][c:74]4[n:75][cH:76][n:77]3)[c:14](-[c:17]3[c:18]([CH3:23])[cH:19][cH:20][cH:21][cH:22]3)[n:15][c:16]12. As a reaction SMILES: [CH3:23][CH2:24][N:25]=[C:26]=[N:27][CH2:28][CH2:29][CH2:30][N:31]([CH3:32])[CH3:33].[O:51]=[CH:52][N:53]([CH3:54])[CH3:55].[OH2:56].[OH:13][n:14]1[c:15]2[c:16]([cH:17][cH:18][cH:19][cH:20]2)[n:21][n:22]1.[c:34]1([N:40]2[CH2:41][NH:42][C:43](=[O:50])[C:44]23[CH2:45][CH2:46][NH:47][CH2:48][CH2:49]3)[cH:35][cH:36][cH:37][cH:38][cH:39]1.[nH:1]1[cH:2][cH:3][c:4]2[cH:5][c:6]([C:10](=[O:11])[OH:12])[cH:7][cH:8][c:9]12>>[nH:1]1[cH:2][cH:3][c:4]2[cH:5][c:6]([C:10](=[O:12])[N:47]3[CH2:46][CH2:45][C:44]4([N:40]([c:34]5[cH:35][cH:36][cH:37][cH:38][cH:39]5)[CH2:41][NH:42][C:43]4=[O:50])[CH2:49][CH2:48]3)[cH:7][cH:8][c:9]12. Yields the product O=C(c1ccc2[nH]ccc2c1)N1CCC2(CC1)C(=O)NCN2c1ccccc1. Starting materials: CCN=C=NCCCN(C)C, CN(C)C=O, O, On1nnc2ccccc21, O=C1NCN(c2ccccc2)C12CCNCC2, O=C(O)c1ccc2[nH]ccc2c1. Reactants: C(C)(C)(C)N1S(NCC1)(=O)=O (2-tert-butyl-1,2,5-thiadiazolidine-1,1-dioxide), [N+](=O)([O-])C1=CC=C(CBr)C=C1 (4-nitrobenzyl bromide). Solvent: C(C)(=O)OCC.CCCCCC (ethyl acetate hexane). Yields the product C(C)(C)(C)N1S(N(CC1)CC1=CC=C(C=C1)[N+](=O)[O-])(=O)=O (2-Tert-butyl-5-(4-nitrobenzyl)-1,2,5-thiadiazolidine-1,1-dioxide). Yield: 70.0%. As a reaction SMILES: [C:1]([N:5]1[CH2:9][CH2:8][NH:7][S:6]1(=[O:11])=[O:10])([CH3:4])([CH3:3])[CH3:2].[N+:12]([C:15]1[CH:22]=[CH:21][C:18]([CH2:19]Br)=[CH:17][CH:16]=1)([O-:14])=[O:13]>C(OCC)(=O)C.CCCCCC>[C:1]([N:5]1[CH2:9][CH2:8][N:7]([CH2:19][C:18]2[CH:21]=[CH:22][C:15]([N+:12]([O-:14])=[O:13])=[CH:16][CH:17]=2)[S:6]1(=[O:10])=[O:11])([CH3:4])([CH3:2])[CH3:3] |f:2.3|. Procedure: The title compound was prepared in 70% yield from 2-tert-butyl-1,2,5-thiadiazolidine-1,1-dioxide [M. Preiss, Chem. Ber., 1978, 111, 1915] and 4-nitrobenzyl bromide following the procedure described for Example 1 (Method B, Step 1); mp 113° C. (ethyl acetate-hexane, 60:40); δH (360 MHz, CDCl3) 8.21 (2H, d, J=8.7 Hz, Ar--H), 7.58 (2H, d, J=8.7 Hz, Ar--H), 4.24 (2H, s, Ar--CH2 --), 3.40 (2H, t, J=6.2 Hz, --CH2 --), 3.17 (2H, t, J=6.2 Hz, --CH2 --), 1.44 (9H, t-Bu); m/z (EI) 313 (M+). RXN SMILES: [Cl:1][C:2]1[CH:7]=[CH:6][C:5]([Mg]I)=[CH:4][CH:3]=1.[CH3:10][O:11][C:12](=[O:30])[CH:13]1[CH2:18][CH2:17][CH2:16][CH2:15][N:14]1[CH2:19][CH2:20][C:21]([C:23]1[CH:28]=[CH:27][C:26]([F:29])=[CH:25][CH:24]=1)=[O:22]>C(OCC)C>[CH3:10][O:11][C:12](=[O:30])[CH:13]1[CH2:18][CH2:17][CH2:16][CH2:15][N:14]1[CH2:19][CH2:20][C:21]([C:5]1[CH:6]=[CH:7][C:2]([Cl:1])=[CH:3][CH:4]=1)([C:23]1[CH:24]=[CH:25][C:26]([F:29])=[CH:27][CH:28]=1)[OH:22]. Run in C(C)OCC (diethyl ether), C(C)OCC (diethyl ether). Yields the product COC(C1N(CCCC1)CCC(O)(C1=CC=C(C=C1)F)C1=CC=C(C=C1)Cl)=O (N-[3-(4-chlorophenyl)-3-(4-fluorophenyl)3-hydroxypropyl]pipecolic acid methyl ester). Reactants: COC(C1N(CCCC1)CCC(=O)C1=CC=C(C=C1)F)=O (N-[3-(4-Fluorophenyl)-3-oxopropyl]pipecolic acid methyl ester), solution, ClC1=CC=C(C=C1)[Mg]I (4-chlorophenylmagnesium iodide), ice. Isolated yield 4.5%. Procedure details: 7 ml (2 mmol) of 0.28 M solution of 4-chlorophenylmagnesium iodide in diethyl ether [prepared from 1-chloro-4-iodobenzene (Aldrich) and magnesium] was added dropwise to an ice-cooled solution of 0.605 g (2 mmol) N-[3-(4-fluorophenyl)-3-oxopropyl]pipecolic acid methyl ester (from Step 1) in 12 ml anhydrous diethyl ether with stirring under nitrogen. The mixture was stirred at room temperature for 16 hours, poured onto crushed ice and extracted with dichloromethane. The combined organic extracts w... The reactants are CS(=O)(=O)Cl, COc1ccc2c(OCCn3nc(-c4ccc(CO)c(Cl)c4)ccc3=O)ccnc2c1, ClCCl, [N-]=[N+]=[N-], [Na+], O. The product is COc1ccc2c(OCCn3nc(-c4ccc(CN=[N+]=[N-])c(Cl)c4)ccc3=O)ccnc2c1. Reaction SMILES: [CH3:32][S:33](=[O:34])(=[O:35])[Cl:36].[Cl:1][c:2]1[cH:3][c:4](-[c:10]2[cH:11][cH:12][c:13](=[O:31])[n:14]([CH2:16][CH2:17][O:18][c:19]3[cH:20][cH:21][n:22][c:23]4[cH:24][c:25]([O:29][CH3:30])[cH:26][cH:27][c:28]34)[n:15]2)[cH:5][cH:6][c:7]1[CH2:8][OH:9].[Cl:41][CH2:42][Cl:43].[N-:38]=[N+:39]=[N-:40].[Na+:37].[OH2:44]>>[Cl:1][c:2]1[cH:3][c:4](-[c:10]2[cH:11][cH:12][c:13](=[O:31])[n:14]([CH2:16][CH2:17][O:18][c:19]3[cH:20][cH:21][n:22][c:23]4[cH:24][c:25]([O:29][CH3:30])[cH:26][cH:27][c:28]34)[n:15]2)[cH:5][cH:6][c:7]1[CH2:8][N:38]=[N+:39]=[N-:40]. Procedure: A mixture of 0.08 g of 5-{2-chloro-4-fluoro-5-[3-methyl-2,6-dioxo-4-(trifluoromethyl)-1,2,3,6-tetrahydropyrimidin-1-yl]phenoxy}-2-(methoxycarbonyl)methoxypyridine [present compound 7-17] and 1 ml of 48% hydrobromic acid was stirred at reflux temperature for 3 hours. The mixture was neutralized with saturated aqueous sodium bicarbonate solution, and extracted with ethyl acetate. The organic layer was dried over anhydrous magnesium sulfate, and concentrated to obtain 0.06 g of 5-{2-chloro-4-fluoro... As a reaction SMILES: [Cl:1][C:2]1[CH:20]=[C:19]([F:21])[C:18]([N:22]2[C:27](=[O:28])[CH:26]=[C:25]([C:29]([F:32])([F:31])[F:30])[N:24]([CH3:33])[C:23]2=[O:34])=[CH:17][C:3]=1[O:4][C:5]1[CH:6]=[CH:7][C:8]([O:11]CC(OC)=O)=[N:9][CH:10]=1.Br.C(=O)(O)[O-].[Na+]>>[Cl:1][C:2]1[CH:20]=[C:19]([F:21])[C:18]([N:22]2[C:27](=[O:28])[CH:26]=[C:25]([C:29]([F:32])([F:31])[F:30])[N:24]([CH3:33])[C:23]2=[O:34])=[CH:17][C:3]=1[O:4][C:5]1[CH:6]=[CH:7][C:8](=[O:11])[NH:9][CH:10]=1 |f:2.3|. Yield: 87.5%. The product is ClC1=C(OC=2C=CC(NC2)=O)C=C(C(=C1)F)N1C(N(C(=CC1=O)C(F)(F)F)C)=O (5-{2-chloro-4-fluoro-5-[3-methyl-2,6-dioxo-4-(trifluoromethyl)-1,2,3,6-tetrahydropyrimidin-1-yl]phenoxy}-2-pyridone). Reactants: ClC1=C(OC=2C=CC(=NC2)OCC(=O)OC)C=C(C(=C1)F)N1C(N(C(=CC1=O)C(F)(F)F)C)=O (5-{2-chloro-4-fluoro-5-[3-methyl-2,6-dioxo-4-(trifluoromethyl)-1,2,3,6-tetrahydropyrimidin-1-yl]phenoxy}-2-(methoxycarbonyl)methoxypyridine), ClC1=C(OC=2C=CC(=NC2)OCC(=O)OC)C=C(C(=C1)F)N1C(N(C(=CC1=O)C(F)(F)F)C)=O (5-{2-chloro-4-fluoro-5-[3-methyl-2,6-dioxo-4-(trifluoromethyl)-1,2,3,6-tetrahydropyrimidin-1-yl]phenoxy}-2-(methoxycarbonyl)methoxypyridine), Br (hydrobromic acid), C([O-])(O)=O.[Na+] (sodium bicarbonate).